Task: describe an organic reaction: reactants, conditions, products, and yield. Dataset: the Open Reaction Database (ORD), a public repository of structured organic reaction records The reactants are products, C(C)(C)(C)OC(=O)N1[C@@H](C=O)CCC1 (N-(tert-butoxycarbonyl)-D-prolinal), N1C(=NC2=C1C=CC=C2)CN(CC2=CC=C(C=C2)CN)C2CCCC=1C=CC=NC21 (N′-(1H-benzimidazol-2-ylmethyl)-N′-(5,6,7,8-tetrahydro-8-quinolinyl)-1,4-benzenedimethanamine), resultant mixture, C(C)(=O)O[BH-](OC(C)=O)OC(C)=O.[Na+] (sodium triacetoxyborohydride). Procedure details: Using General Procedure B: To a stirred solution of N-(tert-butoxycarbonyl)-D-prolinal (0.121 g, 0.61 mmol) in dry CH2Cl2 (9 mL) was added N′-(1H-benzimidazol-2-ylmethyl)-N′-(5,6,7,8-tetrahydro-8-quinolinyl)-1,4-benzenedimethanamine (0.236 g, 0.59 mmol) at room temperature and the mixture stirred for 40 min. To the resultant mixture was added sodium triacetoxyborohydride (0.174 g, 0.82 mmol) and the mixture stirred overnight at room temperature. Purification and separation of the crude material ... Yields the product N1C(=NC2=C1C=CC=C2)CN(C2CCCC=1C=CC=NC21)CC2=CC=C(C=C2)CNCC2NCCC2 ((1H-Benzoimidazol-2-ylmethyl)-(4-{[(pyrrolidin-2-ylmethyl)-amino]-methyl}-benzyl)-(5,6,7,8-tetrahydro-quinolin-8-yl)-amine). Run at time 40 minute. Solvent: C(Cl)Cl (CH2Cl2). RXN SMILES: C(OC([N:8]1[CH2:14][CH2:13][CH2:12][C@@H:9]1[CH:10]=O)=O)(C)(C)C.[NH:15]1[C:19]2[CH:20]=[CH:21][CH:22]=[CH:23][C:18]=2[N:17]=[C:16]1[CH2:24][N:25]([CH:35]1[C:44]2[N:43]=[CH:42][CH:41]=[CH:40][C:39]=2[CH2:38][CH2:37][CH2:36]1)[CH2:26][C:27]1[CH:32]=[CH:31][C:30]([CH2:33][NH2:34])=[CH:29][CH:28]=1.C(O[BH-](OC(=O)C)OC(=O)C)(=O)C.[Na+]>C(Cl)Cl>[NH:15]1[C:19]2[CH:20]=[CH:21][CH:22]=[CH:23][C:18]=2[N:17]=[C:16]1[CH2:24][N:25]([CH2:26][C:27]1[CH:32]=[CH:31][C:30]([CH2:33][NH:34][CH2:10][CH:9]2[CH2:12][CH2:13][CH2:14][NH:8]2)=[CH:29][CH:28]=1)[CH:35]1[C:44]2[N:43]=[CH:42][CH:41]=[CH:40][C:39]=2[CH2:38][CH2:37][CH2:36]1 |f:2.3|.